From a dataset of the Open Reaction Database (ORD), a public repository of structured organic reaction records. describe an organic reaction: reactants, conditions, products, and yield Starting materials: C(C(C)C)N([C@@H](CCCCN)C(=O)O)S(=O)(=O)C1=CC=C(C=C1)C (Nα-isobutyl-Nα-(4-methylbenzenesulfonyl)-L-lysine), C(C)(C)(C)OC(=O)N[C@@H](CC1=CNC2=CC=CC=C12)C(=O)O (Nα-tert-butoxycarbonyl-L-tryptophan). Product: CC1=CC=C(C=C1)S(=O)(=O)N(CC(C)C)[C@@H](CCCCNC(=O)[C@H](CC2C=NC3=CC=CC=C23)NC(=O)OC(C)(C)C)C(=O)O (Nα-isobutyl-Nα-(4-methylbenzenesulfonyl)-Nε-(N′α-tert-butoxycarbonyl-L-tryptophanyl)-L-lysine), desired material. The yield is 81.0%. RXN SMILES: [CH2:1]([N:5]([S:15]([C:18]1[CH:23]=[CH:22][C:21]([CH3:24])=[CH:20][CH:19]=1)(=[O:17])=[O:16])[C@H:6]([C:12]([OH:14])=[O:13])[CH2:7][CH2:8][CH2:9][CH2:10][NH2:11])[CH:2]([CH3:4])[CH3:3].[C:25]([O:29][C:30]([NH:32][C@H:33]([C:44](O)=[O:45])[CH2:34][C:35]1[C:43]2[C:38](=[CH:39][CH:40]=[CH:41][CH:42]=2)[NH:37][CH:36]=1)=[O:31])([CH3:28])([CH3:27])[CH3:26]>>[CH3:24][C:21]1[CH:22]=[CH:23][C:18]([S:15]([N:5]([C@H:6]([C:12]([OH:14])=[O:13])[CH2:7][CH2:8][CH2:9][CH2:10][NH:11][C:44]([C@@H:33]([NH:32][C:30]([O:29][C:25]([CH3:28])([CH3:27])[CH3:26])=[O:31])[CH2:34][CH:35]2[C:43]3[C:38](=[CH:39][CH:40]=[CH:41][CH:42]=3)[N:37]=[CH:36]2)=[O:45])[CH2:1][CH:2]([CH3:3])[CH3:4])(=[O:17])=[O:16])=[CH:19][CH:20]=1. Reported procedure: The title compound was prepared from Nα-isobutyl-Nα-(4-methylbenzenesulfonyl)-L-lysine (100 mg, 0.29 mmol, example 1, step E) as described in general procedure Bc using commercially available Nα-tert-butoxycarbonyl-L-tryptophan (90 mg, 0.3 mmol). The final product was triturated with ether to yield 157 mg (81%) of the desired material. As a reaction SMILES: [N+:1]([C:4]1[CH:9]=[CH:8][C:7]([OH:10])=[CH:6][CH:5]=1)([O-:3])=[O:2].ClCCl.[Br:14]Br.S([O-])([O-])(=O)=S.[Na+].[Na+]>[Fe].O>[Br:14][C:8]1[CH:9]=[C:4]([N+:1]([O-:3])=[O:2])[CH:5]=[CH:6][C:7]=1[OH:10] |f:3.4.5|. Conditions: temperature 0 celsius, time 1 hour. Procedure: 139.40 g (64.7 mmol) of 4-nitrophenol and 130 ml of dichloromethane are introduced into a three-necked flask under an argon atmosphere. The mixture is cooled to 0° C. and 3.31 ml (67.7 mmol) of bromine are added dropwise. The reaction medium is stirred for one hour at 0° C., 360 mg (6.5 mmol) of iron powder are then added and this mixture is stirred for sixteen hours at room temperature. The reaction medium is poured into water, a saturated sodium thiosulphate solution is added, this mixture is ... Run in O (water). Reactants: S(=S)(=O)([O-])[O-].[Na+].[Na+] (sodium thiosulphate), [N+](=O)([O-])C1=CC=C(C=C1)O (4-nitrophenol), ClCCl (dichloromethane), BrBr (bromine). The reagents and catalysts are [Fe] (iron). The product is BrC1=C(C=CC(=C1)[N+](=O)[O-])O (2-Bromo-4-nitrophenol). Starting materials: B(O)(O)O (Boric acid), C(CCC)OCCOCCOCCO (triethylene glycol monobutyl ether), C(CCC)N(CCO)CCCC (N,N-dibutylethanolamine). Solvent: C1(=CC=CC=C1)C (toluene). Reaction conditions: time 8 hour. Product: C(CCC)N(CCO)CCCC.B(OCCOCCOCCOCCCC)([O-])[O-] (N,N-dibutylethanolamine triethylene glycol monobutyl ether borate). Isolated yield 128.2%. As a reaction SMILES: [B:1]([OH:4])([OH:3])[OH:2].[CH2:5]([O:9][CH2:10][CH2:11][O:12][CH2:13][CH2:14][O:15][CH2:16][CH2:17]O)[CH2:6][CH2:7][CH3:8].[CH2:19]([N:23]([CH2:27][CH2:28][CH2:29][CH3:30])[CH2:24][CH2:25][OH:26])[CH2:20][CH2:21][CH3:22]>C1(C)C=CC=CC=1>[CH2:19]([N:23]([CH2:27][CH2:28][CH2:29][CH3:30])[CH2:24][CH2:25][OH:26])[CH2:20][CH2:21][CH3:22].[B:1]([O-:4])([O-:3])[O:2][CH2:17][CH2:16][O:15][CH2:14][CH2:13][O:12][CH2:11][CH2:10][O:9][CH2:5][CH2:6][CH2:7][CH3:8] |f:4.5|. Procedure: N,N-dibutylethanolamine/triethylene glycol monobutyl ether borate was prepared as follows. Boric acid (10.3 grams), triethylene glycol monobutyl ether (Fluka, 64.1 grams), and N,N-dibutylethanolamine (28.9 grams) were added to a 250 milliliter flask. One hundred fifty milliliters of toluene was then added. The reaction was allowed to proceed overnight at 110° C., and the byproduct water (˜9 grams) was continuously removed from the reaction by azeotropic distillation. The final solution was evapo... Yields the product CCCC(=O)OCc1cn2c(C)csc2n1, Cl. Starting materials: CCCC(=O)Cl, Cc1csc2nc(CO)cn12, ClC(Cl)Cl, c1ccncc1. Reaction SMILES: [C:12]([CH2:13][CH2:14][CH3:15])(=[O:16])[Cl:17].[CH3:1][c:2]1[n:3]2[c:4]([s:5][cH:6]1)[n:7][c:8]([CH2:10][OH:11])[cH:9]2.[CH:24]([Cl:25])([Cl:26])[Cl:27].[cH:18]1[cH:19][cH:20][n:21][cH:22][cH:23]1>>[CH3:1][c:2]1[n:3]2[c:4]([s:5][cH:6]1)[n:7][c:8]([CH2:10][O:11][C:12]([CH2:13][CH2:14][CH3:15])=[O:16])[cH:9]2.[ClH:17]. Starting materials: C1(\C=C/C(=O)O1)=O (maleic anhydride), NCCCCCCN (1,6-diaminohexane). Solvent: O1CCCC1 (tetrahydrofuran), O1CCCC1 (tetrahydrofuran). Reaction conditions: time 8 hour. The product is NCCCCCCNC(\C=C/C(=O)O)=O ((2Z)-4-[(6-aminohexyl)amino]-4-oxo-2-butenoic acid). The yield is 92.2%. As a reaction SMILES: [NH2:1][CH2:2][CH2:3][CH2:4][CH2:5][CH2:6][CH2:7][NH2:8].[C:9]1(=[O:15])[O:14][C:12](=[O:13])[CH:11]=[CH:10]1>O1CCCC1>[NH2:1][CH2:2][CH2:3][CH2:4][CH2:5][CH2:6][CH2:7][NH:8][C:9](=[O:15])/[CH:10]=[CH:11]\[C:12]([OH:14])=[O:13]. Reported procedure: Under a nitrogen atmosphere, into a reaction vessel were charged 10.00 g (86.1 mmol) of 1,6-diaminohexane and 400 ml of tetrahydrofuran. A solution prepared by dissolving 8.44 g (86.1 mmol) of maleic anhydride in 25 ml of tetrahydrofuran was dropped into this under cooling with ice over a period of 2 hours, then, the mixture was stirred at room temperature overnight. After completion of the reaction, the deposited solid was isolated by filtration, and dried under reduced pressure. The resultant ... Run in C(C)(=O)O (acetic acid). Procedure details: 207.0 g of 3,4-dimethoxybenzaldehyde, 100.0 g of ammonium acetate and 125 ml of nitromethane are heated to boiling for 34 h in 1.0 l of glacial acetic acid. After cooling in an ice bath, the precipitate is filtered off with suction, rinsed with glacial acetic acid and petroleum ether and dried. M.p.: 140-141° C. Product: COC=1C(=C(C=C)C=CC1OC)[N+](=O)[O-] (3,4-Dimethoxy-o-nitrostyrene). Reactants: COC=1C=C(C=O)C=CC1OC (3,4-dimethoxybenzaldehyde), C(C)(=O)[O-].[NH4+] (ammonium acetate), [N+](=O)([O-])C (nitromethane). Reaction SMILES: [CH3:1][O:2][C:3]1[CH:4]=[C:5]([CH:8]=[CH:9][C:10]=1[O:11][CH3:12])[CH:6]=O.[C:13]([O-])(=O)C.[NH4+].[N+:18](C)([O-:20])=[O:19]>C(O)(=O)C>[CH3:1][O:2][C:3]1[C:4]([N+:18]([O-:20])=[O:19])=[C:5]([CH:8]=[CH:9][C:10]=1[O:11][CH3:12])[CH:6]=[CH2:13] |f:1.2|. The reactants are [H-].[Na+] (NaH), COC(CCCCCCCN1C(NC2=C1C=CC=C2)=O)=O (8-(2-oxo-benzimidazolin-1-yl)-caprylic acid methyl ester), ClC1=CC=C(CCl)C=C1 (4-chlorobenzylchloride). Run in CN(C)C=O (DMF). Yields the product COC(CCCCCCCN1C(N(C2=C1C=CC=C2)CC2=CC=C(C=C2)Cl)=O)=O (8-[3-(4-Chlorobenzyl)-2-oxo-benzimidazolin-1-yl]-caprylic acid methyl ester). As a reaction SMILES: [H-].[Na+].[CH3:3][O:4][C:5](=[O:23])[CH2:6][CH2:7][CH2:8][CH2:9][CH2:10][CH2:11][CH2:12][N:13]1[C:17]2[CH:18]=[CH:19][CH:20]=[CH:21][C:16]=2[NH:15][C:14]1=[O:22].[Cl:24][C:25]1[CH:32]=[CH:31][C:28]([CH2:29]Cl)=[CH:27][CH:26]=1>CN(C=O)C>[CH3:3][O:4][C:5](=[O:23])[CH2:6][CH2:7][CH2:8][CH2:9][CH2:10][CH2:11][CH2:12][N:13]1[C:17]2[CH:18]=[CH:19][CH:20]=[CH:21][C:16]=2[N:15]([CH2:29][C:28]2[CH:31]=[CH:32][C:25]([Cl:24])=[CH:26][CH:27]=2)[C:14]1=[O:22] |f:0.1|. Reported procedure: The product is produced as described in example 1 from 0.72 g. of NaH (80% suspension in mineral oil), 7 g. of 8-(2-oxo-benzimidazolin-1-yl)-caprylic acid methyl ester, 100 cc. of DMF, 3.9 g. of 4-chlorobenzylchloride and 0.72 g. of NaJ Eluant in chromatographic purification: hexane/ethylacetate.